Task: describe an organic reaction: reactants, conditions, products, and yield. Dataset: the Open Reaction Database (ORD), a public repository of structured organic reaction records The reactants are ClCCCC(C1=CC=C(C=C1)F)C1=CC=C(C=C1)F (1-chloro-4,4-bis(4-fluorophenyl)-butane), ClC1=CC2=C(N(C(N2CC(C)=O)=O)C2CCNCC2)C=C1 (5-chloro-1,3-dihydro-3-(2-oxopropyl)-1-(4-piperidinyl)-2H-benzimidazol-2-one), C([O-])([O-])=O.[Na+].[Na+] (sodium carbonate), [I-].[K+] (potassium iodide). Solvent: CC(CC(C)=O)C (4-methyl-2-pentanone), O (water). Yields the product ClC1=CC2=C(N(C(N2CC(C)=O)=O)C2CCN(CC2)CCCC(C2=CC=C(C=C2)F)C2=CC=C(C=C2)F)C=C1 (5-chloro-1-{1 -[4,4-bis(4-fluorophenyl)butyl]-4-piperidinyl}-1,3-dihydro-3 -(2-oxopropyl)-2H-benzimidazol-2-one). Reaction SMILES: Cl[CH2:2][CH2:3][CH2:4][CH:5]([C:13]1[CH:18]=[CH:17][C:16]([F:19])=[CH:15][CH:14]=1)[C:6]1[CH:11]=[CH:10][C:9]([F:12])=[CH:8][CH:7]=1.[Cl:20][C:21]1[CH:40]=[CH:39][C:24]2[N:25]([CH:33]3[CH2:38][CH2:37][NH:36][CH2:35][CH2:34]3)[C:26](=[O:32])[N:27]([CH2:28][C:29](=[O:31])[CH3:30])[C:23]=2[CH:22]=1.C(=O)([O-])[O-].[Na+].[Na+].[I-].[K+]>O.CC(C)CC(=O)C>[Cl:20][C:21]1[CH:40]=[CH:39][C:24]2[N:25]([CH:33]3[CH2:34][CH2:35][N:36]([CH2:2][CH2:3][CH2:4][CH:5]([C:13]4[CH:18]=[CH:17][C:16]([F:19])=[CH:15][CH:14]=4)[C:6]4[CH:11]=[CH:10][C:9]([F:12])=[CH:8][CH:7]=4)[CH2:37][CH2:38]3)[C:26](=[O:32])[N:27]([CH2:28][C:29](=[O:31])[CH3:30])[C:23]=2[CH:22]=1 |f:2.3.4,5.6|. Procedure details: A mixture of 7 parts of 1-chloro-4,4-bis(4-fluorophenyl)-butane, 5 parts of 5-chloro-1,3-dihydro-3-(2-oxopropyl)-1-(4-piperidinyl)-2H-benzimidazol-2-one, 6.4 parts of sodium carbonate, 0.2 parts of potassium iodide and 160 parts of 4-methyl-2-pentanone is stirred and refluxed for 24 hours. After cooling, water is added and the layers are separated. The organic phase is dried, filtered and evaporated. The oily residue is stirred while warming in 2,2'-oxybispropane. The turbid mixture is filtered ... Starting materials: Cl.NC1=CC2=C(NC(=NS2(=O)=O)C=2C(C(C3=CC=CC=C3C2O)(CC[C@H](CC)C)C)=O)C=C1 (3-(7-amino-1,1-dioxido-4H-1,2,4-benzothiadiazin-3-yl)-4-hydroxy-1-methyl-1-[(3S)-3-methylpentyl]naphthalen-2(1H)-one hydrochloride), S(=O)(=O)(C)Cl (mesyl chloride), N1=CC=CC=C1 (pyridine). Solvent: CC(=O)C (acetone). Yields the product OC1=C(C(C(C2=CC=CC=C12)(CC[C@H](CC)C)C)=O)C1=NS(C2=C(N1)C=CC(=C2)NS(=O)(=O)C)(=O)=O (N-(3-{1-hydroxy-4-methyl-4-[(3S)-3-methylpentyl]-3-oxo-3,4-dihydronaphthalen-2-yl}-1,1-dioxido-4H-1,2,4-benzothiadiazin-7-yl)methanesulfonamide). Reaction SMILES: Cl.[NH2:2][C:3]1[CH:33]=[CH:32][C:6]2[NH:7][C:8]([C:13]3[C:14](=[O:31])[C:15]([CH3:30])([CH2:24][CH2:25][C@@H:26]([CH3:29])[CH2:27][CH3:28])[C:16]4[C:21]([C:22]=3[OH:23])=[CH:20][CH:19]=[CH:18][CH:17]=4)=[N:9][S:10](=[O:12])(=[O:11])[C:5]=2[CH:4]=1.[S:34](Cl)([CH3:37])(=[O:36])=[O:35].N1C=CC=CC=1>CC(C)=O>[OH:23][C:22]1[C:21]2[C:16](=[CH:17][CH:18]=[CH:19][CH:20]=2)[C:15]([CH3:30])([CH2:24][CH2:25][C@@H:26]([CH3:29])[CH2:27][CH3:28])[C:14](=[O:31])[C:13]=1[C:8]1[NH:7][C:6]2[CH:32]=[CH:33][C:3]([NH:2][S:34]([CH3:37])(=[O:36])=[O:35])=[CH:4][C:5]=2[S:10](=[O:12])(=[O:11])[N:9]=1 |f:0.1|. Procedure: A solution of Example 43F (0.119 g, 0.240 mmol), mesyl chloride (0.075 mL, 0.970 mmol), and pyridine (0.157 mL, 1.94 mmol) in acetone (3 mL) was stirred at 25° C. for 18 hours. The solution was partitioned between ethyl acetate and dilute citric acid and the layers were separated. The ethyl acetate layer was dried with sodium sulfate, filtered, and concentrated in vacuo. The residue was chromatographed on silica gel eluting with methylene chloride and 2.5% methanol in methylene chloride to give ... The reactants are FC1=C2C(=C(N=C1)N1N=NC=C1)NC=C2C(C(=O)O)=O (2-(4-fluoro-7-(1H-1,2,3-triazol-1-yl)-1H-pyrrolo[2,3-c]pyridin-3-yl)-2-oxoacetic acid), CCN(C(C)C)C(C)C (Hunig's Base), C1(=CC=CC=C1)C(=C(C#N)C#N)N1CCNCC1 (2-(phenyl(piperazin-1-yl)methylene)malononitrile), C(C)OP(=O)(OCC)ON1N=NC2=C(C1=O)C=CC=C2 (3-(diethoxyphosphoryloxy)-1,2,3-benzotriazin-4(3H)-one). Solvent: CN(C)C=O (DMF). Conditions: time 16 hour. The product is FC1=C2C(=C(N=C1)N1N=NC=C1)NC=C2C(C(=O)N2CCN(CC2)C(=C(C#N)C#N)C2=CC=CC=C2)=O (2-((4-(2-(4-fluoro-7-(1H-1,2,3-triazol-1-yl)-1H-pyrrolo[2,3-c]pyridin-3-yl)-2-oxoacetyl)piperazin-1-yl)(phenyl)methylene)malononitrile). As a reaction SMILES: [F:1][C:2]1[CH:7]=[N:6][C:5]([N:8]2[CH:12]=[CH:11][N:10]=[N:9]2)=[C:4]2[NH:13][CH:14]=[C:15]([C:16](=[O:20])[C:17]([OH:19])=O)[C:3]=12.[C:21]1([C:27]([N:33]2[CH2:38][CH2:37][NH:36][CH2:35][CH2:34]2)=[C:28]([C:31]#[N:32])[C:29]#[N:30])[CH:26]=[CH:25][CH:24]=[CH:23][CH:22]=1.C(OP(ON1C(=O)C2C=CC=CC=2N=N1)(OCC)=O)C.CCN(C(C)C)C(C)C>CN(C=O)C>[F:1][C:2]1[CH:7]=[N:6][C:5]([N:8]2[CH:12]=[CH:11][N:10]=[N:9]2)=[C:4]2[NH:13][CH:14]=[C:15]([C:16](=[O:20])[C:17]([N:36]3[CH2:35][CH2:34][N:33]([C:27]([C:21]4[CH:26]=[CH:25][CH:24]=[CH:23][CH:22]=4)=[C:28]([C:31]#[N:32])[C:29]#[N:30])[CH2:38][CH2:37]3)=[O:19])[C:3]=12. Procedure: 2-(4-fluoro-7-(1H-1,2,3-triazol-1-yl)-1H-pyrrolo[2,3-c]pyridin-3-yl)-2-oxoacetic acid (70 mg), 2-(phenyl(piperazin-1-yl)methylene)malononitrile (55 mg), 3-(diethoxyphosphoryloxy)-1,2,3-benzotriazin-4(3H)-one (DEPBT) (200 mg) and Hunig's Base (0.1 ml) were combined in 1.5 ml of DMF. The mixture was stirred at room temperature for 16 hours. Then, DMF was removed via evaporation at reduced pressure and the residue was partitioned between ethyl acetate (10 ml) and water (10 ml). The organic layer wa... The reactants are [OH-].[Na+] (NaOH), COC(CN(CC1=C(C=CC=C1)C)C([C@H]1NCCC1)C(=O)OC(C)(C)C)=O (N-[(t-Butyloxycarbonyl)-pyrrolidin-2(S)-ylmethyl]-(N-2-methylbenzyl)-glycine methyl ester), Cl (HCl). Run in CO (CH3OH). Conditions: time 3 hour. Yields the product C(C)(C)(C)OC(=O)C(N(CC(=O)O)CC1=C(C=CC=C1)C)[C@H]1NCCC1 (N-[(t-Butyloxycarbonyl)-pyrrolidin-2(S)-ylmethyl]-(N-2-methylbenzyl)-glycine). Reaction SMILES: C[O:2][C:3](=[O:27])[CH2:4][N:5]([CH:14]([C:20]([O:22][C:23]([CH3:26])([CH3:25])[CH3:24])=[O:21])[C@@H:15]1[CH2:19][CH2:18][CH2:17][NH:16]1)[CH2:6][C:7]1[CH:12]=[CH:11][CH:10]=[CH:9][C:8]=1[CH3:13].[OH-].[Na+].Cl>CO>[C:23]([O:22][C:20]([CH:14]([C@@H:15]1[CH2:19][CH2:18][CH2:17][NH:16]1)[N:5]([CH2:6][C:7]1[CH:12]=[CH:11][CH:10]=[CH:9][C:8]=1[CH3:13])[CH2:4][C:3]([OH:27])=[O:2])=[O:21])([CH3:26])([CH3:24])[CH3:25] |f:1.2|. Procedure details: N-[(t-Butyloxycarbonyl)-pyrrolidin-2(S)-ylmethyl]-(N-2-methylbenzyl)-glycine methyl ester (41.85 g, 0.111 mol) was dissolved in CH3OH (300 mL) at 0° C. and treated with 2N NaOH solution (111 mL, 0.222 mol) and allowed to stir at ambient temperature for 3 hr. 1N HCl (235 mL, 0.235 mol) was added, the CH3OH was removed on a rotary evaporator, and the residue was extracted with EtOAc (2×1.5 L), washed with brine, and dried (MgSO4). Filtration and concentration to dryness gave the title compound as ... Run in C(Cl)(Cl)Cl (CHCl3), C(=O)(O)[O-].[Na+] (NaHCO3). Procedure: A mixture of 4-amino-1,3,5-trimethylpyrazole (1.32 g, 10.6 mmol) in 50 mL each of CHCl3 and saturated aqueous NaHCO3 was treated dropwise with thiophosgene (0.812 mL, 10.6 mmol) and stirred vigorously for 20 minutes. The layers were separated and the organic phase was washed with brine. After drying (Na2SO4), the solvent was evaporated in vacuo to provide the title compound (1.8 g, brown oil) suitable for use directly in the next step. RXN SMILES: [NH2:1][C:2]1[C:3]([CH3:9])=[N:4][N:5]([CH3:8])[C:6]=1[CH3:7].[C:10](Cl)(Cl)=[S:11]>C(Cl)(Cl)Cl.C([O-])(O)=O.[Na+]>[CH3:8][N:5]1[C:6]([CH3:7])=[C:2]([N:1]=[C:10]=[S:11])[C:3]([CH3:9])=[N:4]1 |f:3.4|. Product: CN1N=C(C(=C1C)N=C=S)C ((1,3,5-trimethyl-pyrazol-4-yl)-isothiocyanate). Isolated yield 101.5%. The reactants are NC=1C(=NN(C1C)C)C (4-amino-1,3,5-trimethylpyrazole), C(=S)(Cl)Cl (thiophosgene). Conditions: time 20 minute. Reactants: COC=1C=CC2=C(SC(=C2)C2=CC=C(C=C2)OCCN2CCCC2)C1 (6-methoxy-2-[4-[2-(1-pyrrolidinyl)-ethoxy]phenyl]benzo[b]thiophene), [Al+3].[Cl-].[Cl-].[Cl-] (AlCl3), FC1=CC=C(C(=O)Cl)C=C1 (4-fluorobenzoyl chloride). Solvent: ClCCCl (1,2-dichloroethane). Run at temperature 0 celsius, time 1 hour. Yields the product FC1=CC=C(C=C1)C(=O)C=1C2=C(SC1C1=CC=C(C=C1)OCCN1CCCC1)C=C(C=C2)OC (6-Methoxy-2-[4-[2-(1-pyrrolidinyl)ethoxy]phenyl]benzo[b]thiophen-3-yl 4-Fluorophenyl Ketone). Isolated yield 92.0%. As a reaction SMILES: [CH3:1][O:2][C:3]1[CH:4]=[CH:5][C:6]2[CH:10]=[C:9]([C:11]3[CH:16]=[CH:15][C:14]([O:17][CH2:18][CH2:19][N:20]4[CH2:24][CH2:23][CH2:22][CH2:21]4)=[CH:13][CH:12]=3)[S:8][C:7]=2[CH:25]=1.[Al+3].[Cl-].[Cl-].[Cl-].[F:30][C:31]1[CH:39]=[CH:38][C:34]([C:35](Cl)=[O:36])=[CH:33][CH:32]=1>ClCCCl>[F:30][C:31]1[CH:39]=[CH:38][C:34]([C:35]([C:10]2[C:6]3[CH:5]=[CH:4][C:3]([O:2][CH3:1])=[CH:25][C:7]=3[S:8][C:9]=2[C:11]2[CH:12]=[CH:13][C:14]([O:17][CH2:18][CH2:19][N:20]3[CH2:24][CH2:23][CH2:22][CH2:21]3)=[CH:15][CH:16]=2)=[O:36])=[CH:33][CH:32]=1 |f:1.2.3.4|. Procedure details: To 671.4 mg of 6-methoxy-2-[4-[2-(1-pyrrolidinyl)-ethoxy]phenyl]benzo[b]thiophene (Example 1, Part B) in 10 mL of 1,2-dichloroethane was added 1.114 g of AlCl3 at 0° C., followed by dropwise addition of 0.30 mL of 4-fluorobenzoyl chloride. The deep red solution was stirred at 0° C. for 1 h and then at 0 to 15° C. for 19 h. The reaction was quenched by pouring the reaction mixture into 50 mL of ice-cold 2.0 N NaOH solution. The mixture was then extracted with 3×100 mL of EtOAc which was washed wi...